Dataset: the Open Reaction Database (ORD), a public repository of structured organic reaction records. Task: describe an organic reaction: reactants, conditions, products, and yield Product: C(C=C)C1OCC(C1)OCC1=CC=CC=C1 (2-allyl-4-(benzyloxy)tetrahydrofuran). As a reaction SMILES: C(O[CH:5]1[CH2:9][CH:8]([O:10][CH2:11][C:12]2[CH:17]=[CH:16][CH:15]=[CH:14][CH:13]=2)[CH2:7][O:6]1)(=O)C.[CH2:18]([Si](C)(C)C)[CH:19]=[CH2:20].[Sn](Br)(Br)(Br)Br>C(Cl)Cl>[CH2:20]([CH:5]1[CH2:9][CH:8]([O:10][CH2:11][C:12]2[CH:13]=[CH:14][CH:15]=[CH:16][CH:17]=2)[CH2:7][O:6]1)[CH:19]=[CH2:18]. Yield: 95.5%. Reported procedure: To a stirred solution of 4-(benzyloxy)tetrahydrofuran-2-yl acetate (3.57 g, 15.11 mmol) and allyltrimethylsilane (9.65 mL, 60.4 mmol) in CH2Cl2 (200 mL) at −78° C. was added a solution of tin(IV) bromide (7.95 g, 18.13 mmol) in CH2Cl2 (20 mL) over 15 min. After 1 h, the ice bath was removed and stirring continued at room temperature for 3 h. The CH2Cl2 was removed using a rotoevaporator and the residue taken up in 1:1 Et2O/hexane (200 mL), washed with sat. Na2CO3 (2×50 mL), water (2×50 mL) follo... Reaction conditions: time 1 hour. The solvent is C(Cl)Cl (CH2Cl2), C(Cl)Cl (CH2Cl2). Reactants: C(C)(=O)OC1OCC(C1)OCC1=CC=CC=C1 (4-(benzyloxy)tetrahydrofuran-2-yl acetate), C(C=C)[Si](C)(C)C (allyltrimethylsilane), [Sn](Br)(Br)(Br)Br (tin(IV) bromide). The reactants are COC(CSC=1SC(=C(N1)C1=CC=C(C=C1)OC)C1=CC=C(C=C1)OC)OC (2-[4,5-bis-(p-methoxyphenyl)-thiazol-2-ylthio]-acetaldehyde-dimethylacetal), C(C)(=O)O (acetic acid), S(O)(O)(=O)=O (sulphuric acid), O (water), ice water. Solvent: C(C)(=O)OCC (ethyl acetate), C(C)(=O)OCC (ethyl acetate). Reaction conditions: time 30 minute. Product: COC1=CC=C(C=C1)C=1N=C(SC1C1=CC=C(C=C1)OC)SCC=O (2-[4,5-bis-(p-methoxyphenyl)-thiazol-2-ylthio]-acetaldehyde). Reaction SMILES: C[O:2][CH:3](OC)[CH2:4][S:5][C:6]1[S:7][C:8]([C:19]2[CH:24]=[CH:23][C:22]([O:25][CH3:26])=[CH:21][CH:20]=2)=[C:9]([C:11]2[CH:16]=[CH:15][C:14]([O:17][CH3:18])=[CH:13][CH:12]=2)[N:10]=1.C(O)(=O)C.S(=O)(=O)(O)O.O>C(OCC)(=O)C>[CH3:18][O:17][C:14]1[CH:15]=[CH:16][C:11]([C:9]2[N:10]=[C:6]([S:5][CH2:4][CH:3]=[O:2])[S:7][C:8]=2[C:19]2[CH:24]=[CH:23][C:22]([O:25][CH3:26])=[CH:21][CH:20]=2)=[CH:12][CH:13]=1. Procedure: 7.0 g of 2-[4,5-bis-(p-methoxyphenyl)-thiazol-2-ylthio]-acetaldehyde-dimethylacetal are mixed with 50 ml of acetic acid, 25 ml of sulphuric acid and 25 ml of water, stirred vigorously for 30 minutes, and then stirred into 1000 ml of ice-water. The oil which separates is taken up in 200 ml of ethyl acetate. Shaking is carried out with a further 200 ml of ethyl acetate and the combined organic phases are washed with water and then twice with cold sodium bicarbonate solution, dried over magnesium s... Reactants: C(C#CC)OC1=CC=C(C=C1)S(=O)(=O)N(C(C(=O)OC)C(C)C)CC#C (methyl 2-[{[4-(2-butynyloxy)phenyl]sulfonyl}(2-propynyl)amino]-3-methylbutanoate), C=O (paraformaldehyde), cuprous chloride, C(C)(=O)O (acetic acid), C(C)NCC (diethylamine). Solvent: O1CCOCC1 (dioxane). Conditions: time 15 minute. The product is C(C#CC)OC1=CC=C(C=C1)S(=O)(=O)N(C(C(=O)OC)C(C)C)CC#CCN(CC)CC (methyl 2-{{[4-(2-butynyloxy)phenyl]sulfonyl}[4-(diethylamino)-2-butynyl]amino}-3-methylbutanoate). RXN SMILES: [CH2:1]([O:5][C:6]1[CH:11]=[CH:10][C:9]([S:12]([N:15]([CH2:24][C:25]#[CH:26])[CH:16]([CH:21]([CH3:23])[CH3:22])[C:17]([O:19][CH3:20])=[O:18])(=[O:14])=[O:13])=[CH:8][CH:7]=1)[C:2]#[C:3][CH3:4].C=O.[C:29](O)(=O)[CH3:30].[CH2:33]([NH:35][CH2:36]C)[CH3:34]>O1CCOCC1>[CH2:1]([O:5][C:6]1[CH:7]=[CH:8][C:9]([S:12]([N:15]([CH2:24][C:25]#[C:26][CH2:36][N:35]([CH2:29][CH3:30])[CH2:33][CH3:34])[CH:16]([CH:21]([CH3:23])[CH3:22])[C:17]([O:19][CH3:20])=[O:18])(=[O:14])=[O:13])=[CH:10][CH:11]=1)[C:2]#[C:3][CH3:4]. Procedure: To a solution of 1.00 g (2.653 mmol) of methyl 2-[{[4-(2-butynyloxy)phenyl]sulfonyl}(2-propynyl)amino]-3-methylbutanoate in 8.0 mL of dioxane was added 0.198 g (6.632 mmol) of paraformaldehyde, 10 mg of cuprous chloride, 1.0 mL of acetic acid and 0.55 ml (5.305 mmol) diethylamine. The resulting mixture was stirred at room temperature for 15 minutes after which the reaction had turned green. The reaction was then heated to reflux for 2 h, after which the reaction had turned brown- The reaction mi... Starting materials: CCOC(=O)CC#N, CC(=O)c1cccc(C)c1, CC(=O)[O-], CCOC(C)=O, CC(=O)O, [NH4+], c1ccccc1. Product: CCOC(=O)C(C#N)=C(C)c1cccc(C)c1. Reaction SMILES: [C:11](#[N:12])[CH2:13][C:14](=[O:15])[O:16][CH2:17][CH3:18].[CH3:1][c:2]1[cH:3][c:4]([C:8]([CH3:9])=[O:10])[cH:5][cH:6][cH:7]1.[CH3:20][C:21](=[O:22])[O-:23].[CH3:24][CH2:25][O:26][C:27](=[O:28])[CH3:29].[CH3:30][C:31](=[O:32])[OH:33].[NH4+:19].[cH:34]1[cH:35][cH:36][cH:37][cH:38][cH:39]1>>[CH3:1][c:2]1[cH:3][c:4]([C:8]([CH3:9])=[C:13]([C:11]#[N:12])[C:14](=[O:15])[O:16][CH2:17][CH3:18])[cH:5][cH:6][cH:7]1. Reactants: BrC=1C(=C(C(=O)OC)C(=CC1)CS(=O)(=O)C1=C(C=CC=C1)O)OC (methyl 3-bromo-6-(2-hydroxybenzenesulphonylmethyl)-2-methoxybenzoate), C12CCC(CC1)C2SCC2=CC=C(C(=C2C(=O)OC)OC)Br (methyl 6-(bicyclo[2.2.1]heptan-7-ylthiomethyl)-3-bromo-2-methoxybenzoate), C12CCC(CC1)C2SCC2=CC=C(C(=C2C(=O)OC)OC)Br (methyl 6-(bicyclo[2.2.1]heptan-7-ylthiomethyl)-3-bromo-2-methoxybenzoate). The product is C12CCC(CC1)C2S(=O)(=O)CC2=CC=C(C(=C2C(=O)OC)OC)Br (Methyl 6-(bicyclo[2.2.1]heptane-7-ylsulphonylmethyl)-3-bromo-2-methoxybenzoate). Reaction SMILES: [Br:1][C:2]1[C:3]([O:23][CH3:24])=[C:4]([C:9]([CH2:12][S:13](C2C=CC=CC=2O)(=[O:15])=[O:14])=[CH:10][CH:11]=1)[C:5]([O:7][CH3:8])=[O:6].[CH:25]12[CH:31](SCC3C(C(OC)=O)=C(OC)C(Br)=CC=3)[CH:28]([CH2:29][CH2:30]1)[CH2:27][CH2:26]2>>[CH:25]12[CH:31]([S:13]([CH2:12][C:9]3[C:4]([C:5]([O:7][CH3:8])=[O:6])=[C:3]([O:23][CH3:24])[C:2]([Br:1])=[CH:11][CH:10]=3)(=[O:14])=[O:15])[CH:28]([CH2:29][CH2:30]1)[CH2:27][CH2:26]2. Procedure: Prepared by proceeding in a similar manner to Intermediate 138, starting from methyl 6-(bicyclo[2.2.1]heptan-7-ylthiomethyl)-3-bromo-2-methoxybenzoate (Intermediate 182). Starting materials: C(C)O (ethanol), [Cl-].[NH4+] (ammonium chloride), CC1=C(C=CC(=C1)C)N1CCN(CC1)C(=O)C1=C(C=C(C=C1)[N+](=O)[O-])C ([4-(2,4-dimethylphenyl)piperazin-1-yl](2-methyl-4-nitrophenyl)methanone). Reagents/catalysts: [Fe] (iron). Run in O (water). Yields the product NC1=CC(=C(C=C1)C(=O)N1CCN(CC1)C1=C(C=C(C=C1)C)C)C ((4-amino-2-methylphenyl)[4-(2,4-dimethylphenyl)piperazin-1-yl]methanone). Yield: 118.1%. As a reaction SMILES: C(O)C.[Cl-].[NH4+].[CH3:6][C:7]1[CH:12]=[C:11]([CH3:13])[CH:10]=[CH:9][C:8]=1[N:14]1[CH2:19][CH2:18][N:17]([C:20]([C:22]2[CH:27]=[CH:26][C:25]([N+:28]([O-])=O)=[CH:24][C:23]=2[CH3:31])=[O:21])[CH2:16][CH2:15]1>[Fe].O>[NH2:28][C:25]1[CH:26]=[CH:27][C:22]([C:20]([N:17]2[CH2:16][CH2:15][N:14]([C:8]3[CH:9]=[CH:10][C:11]([CH3:13])=[CH:12][C:7]=3[CH3:6])[CH2:19][CH2:18]2)=[O:21])=[C:23]([CH3:31])[CH:24]=1 |f:1.2|. Reported procedure: 2-Methyl-4-nitrobenzoic acid (500 mg), 1-(2,4-dimethylphenyl)piperazine (523 mg) and 1-hydroxybenzotriazole 1 hydrate (373 mg) were dissolved in N,N-dimethylformamide (13 mL), 1-ethyl-3-(3′-dimethylaminopropyl)carbodiimide hydrochloride (531 mg) was added, and the mixture was stirred at room temperature. Water was added to the reaction mixture, and the mixture was extracted with ethyl acetate. The organic layer was washed with saturated brine, and the solvent was evaporated. The obtained residue... Starting materials: Brc1cncc(-c2ccsc2)c1, O=C([O-])[O-], [Na+], [Na+], C1COCCO1, Cc1ccc(S(=O)(=O)n2cc(B(O)O)c3ccccc32)cc1, c1ccc(P(c2ccccc2)(c2ccccc2)[Pd](P(c2ccccc2)(c2ccccc2)c2ccccc2)(P(c2ccccc2)(c2ccccc2)c2ccccc2)P(c2ccccc2)(c2ccccc2)c2ccccc2)cc1. Yields the product Cc1ccc(S(=O)(=O)n2cc(-c3cncc(-c4ccsc4)c3)c3ccccc32)cc1. As a reaction SMILES: [Br:1][c:2]1[cH:3][n:4][cH:5][c:6](-[c:8]2[cH:9][s:10][cH:11][cH:12]2)[cH:7]1.[C:35](=[O:36])([O-:37])[O-:38].[Na+:39].[Na+:40].[O:41]1[CH2:42][CH2:43][O:44][CH2:45][CH2:46]1.[S:13](=[O:14])(=[O:15])([c:16]1[cH:17][cH:18][c:19]([CH3:20])[cH:21][cH:22]1)[n:23]1[cH:24][c:25]([B:32]([OH:33])[OH:34])[c:26]2[cH:27][cH:28][cH:29][cH:30][c:31]12.[cH:47]1[cH:48][cH:49][c:50]([P:51]([Pd:52]([P:53]([c:54]2[cH:55][cH:56][cH:57][cH:58][cH:59]2)([c:60]2[cH:61][cH:62][cH:63][cH:64][cH:65]2)[c:66]2[cH:67][cH:68][cH:69][cH:70][cH:71]2)([P:72]([c:73]2[cH:74][cH:75][cH:76][cH:77][cH:78]2)([c:79]2[cH:80][cH:81][cH:82][cH:83][cH:84]2)[c:85]2[cH:86][cH:87][cH:88][cH:89][cH:90]2)[P:91]([c:92]2[cH:93][cH:94][cH:95][cH:96][cH:97]2)([c:98]2[cH:99][cH:100][cH:101][cH:102][cH:103]2)[c:104]2[cH:105][cH:106][cH:107][cH:108][cH:109]2)([c:110]2[cH:111][cH:112][cH:113][cH:114][cH:115]2)[c:116]2[cH:117][cH:118][cH:119][cH:120][cH:121]2)[cH:122][cH:123]1>>[c:2]1(-[c:25]2[cH:24][n:23]([S:13](=[O:14])(=[O:15])[c:16]3[cH:17][cH:18][c:19]([CH3:20])[cH:21][cH:22]3)[c:31]3[c:26]2[cH:27][cH:28][cH:29][cH:30]3)[cH:3][n:4][cH:5][c:6](-[c:8]2[cH:9][s:10][cH:11][cH:12]2)[cH:7]1. Reactants: [OH-].[Na+] (NaOH), CNC (dimethyl amine), C=O (formalin), CC1=C2C=CNC2=CC=C1 (4-methyl indole). Solvent: C(C)(=O)O (acetic acid). Run at time 3 hour. The product is CN(CC1=CNC2=CC=CC(=C12)C)C (Dimethyl-(4-methyl-1H-indol-3-ylmethyl)-amine). RXN SMILES: [CH3:1][NH:2][CH3:3].[CH2:4]=O.[CH3:6][C:7]1[CH:15]=[CH:14][CH:13]=[C:12]2[C:8]=1[CH:9]=[CH:10][NH:11]2.[OH-].[Na+]>C(O)(=O)C>[CH3:1][N:2]([CH3:4])[CH2:3][C:9]1[C:8]2[C:12](=[CH:13][CH:14]=[CH:15][C:7]=2[CH3:6])[NH:11][CH:10]=1 |f:3.4|. Procedure details: To a chilled solution of dimethyl amine (30 mL, 40% in water, 120 mmol) and formalin (13 mL, 37% in water, 84 mmol) in glacial acetic acid (30 mL) is added 4-methyl indole (21 g, 165 mmol) at 0° C. The reaction is warmed to room temperature and stirred for 3 hours. The reaction mixture is brought to pH 12 by addition of 50% NaOH and ice, and the product extracted with methylene chloride. The organic layers are dried over Na2SO4 filtered and evaporated in vacuo to give the title compound that is ...